From a dataset of the Open Reaction Database (ORD), a public repository of structured organic reaction records. describe an organic reaction: reactants, conditions, products, and yield Reactants: O=C1CCc2cc(Br)ccc21, O=C([O-])[O-], C#CCOC1CCCCO1, CC#N, CC(C)c1cc(C(C)C)c(-c2ccccc2P(C2CCCCC2)C2CCCCC2)c(C(C)C)c1, [Cs+], [Cs+], O. The product is O=C1CCc2cc(C#CCOC3CCCCO3)ccc21. RXN SMILES: [Br:1][c:2]1[cH:3][c:4]2[c:8]([cH:9][cH:10]1)[C:7](=[O:11])[CH2:6][CH2:5]2.[C:12](=[O:13])([O-:14])[O-:15].[CH2:18]([C:19]#[CH:20])[O:21][CH:22]1[O:23][CH2:24][CH2:25][CH2:26][CH2:27]1.[CH3:63][C:64]#[N:65].[CH:28]1([P:29]([CH:30]2[CH2:31][CH2:32][CH2:33][CH2:34][CH2:35]2)[c:36]2[cH:37][cH:38][cH:39][cH:40][c:41]2-[c:42]2[c:43]([CH:44]([CH3:45])[CH3:46])[cH:47][c:48]([CH:49]([CH3:50])[CH3:51])[cH:52][c:53]2[CH:54]([CH3:55])[CH3:56])[CH2:57][CH2:58][CH2:59][CH2:60][CH2:61]1.[Cs+:16].[Cs+:17].[OH2:62]>>[c:2]1([C:20]#[C:19][CH2:18][O:21][CH:22]2[O:23][CH2:24][CH2:25][CH2:26][CH2:27]2)[cH:3][c:4]2[c:8]([cH:9][cH:10]1)[C:7](=[O:11])[CH2:6][CH2:5]2. Reactants: OC1=CC=C(C=C1)C1=CC=C(C=C1)C(=O)O (4'-hydroxybiphenyl-4-carboxylic acid), [OH-].C[N+](C)(C)C (tetramethylammonium hydroxide), C(C1=CC=CC=C1)Br (benzyl bromide). Run in CN(C)C=O (DMF). Reaction conditions: time 6 hour. Product: OC1=CC=C(C=C1)C1=CC=C(C=C1)C(=O)OCC1=CC=CC=C1 (benzyl 4'-hydroxybiphenyl-4-carboxylate). The yield is 76.0%. RXN SMILES: [OH:1][C:2]1[CH:7]=[CH:6][C:5]([C:8]2[CH:13]=[CH:12][C:11]([C:14]([OH:16])=[O:15])=[CH:10][CH:9]=2)=[CH:4][CH:3]=1.[OH-].C[N+](C)(C)C.[CH2:23](Br)[C:24]1[CH:29]=[CH:28][CH:27]=[CH:26][CH:25]=1>CN(C=O)C>[OH:1][C:2]1[CH:3]=[CH:4][C:5]([C:8]2[CH:13]=[CH:12][C:11]([C:14]([O:16][CH2:23][C:24]3[CH:29]=[CH:28][CH:27]=[CH:26][CH:25]=3)=[O:15])=[CH:10][CH:9]=2)=[CH:6][CH:7]=1 |f:1.2|. Procedure details: A solution of 0.1 mol (21.4 g) of 4'-hydroxybiphenyl-4-carboxylic acid and 0.11 mol (19.9 g) of tetramethylammonium hydroxide (pentahydrate) in 200 ml of DMF was stirred for 2 hours. To this was then added 0.1 mol (17.1 g) of benzyl bromide and the mixture was stirred for 6 hours. After the reaction, the reaction solution was extracted with ether and the extract was dried and concentrated. The resulting crude product was purified by column chromatography to obtain the objective ester compound of... Starting materials: CI, CC(C)=O, Clc1cc(-c2ncc[nH]2)nc(Cl)n1, [K+], [K+], O=C([O-])[O-]. The product is Cn1ccnc1-c1cc(Cl)nc(Cl)n1. As a reaction SMILES: [CH3:20][I:21].[CH3:22][C:23](=[O:24])[CH3:25].[Cl:1][c:2]1[n:3][c:4](-[c:9]2[nH:10][cH:11][cH:12][n:13]2)[cH:5][c:6]([Cl:8])[n:7]1.[K+:14].[K+:15].[O-:16][C:17]([O-:18])=[O:19]>>[Cl:1][c:2]1[n:3][c:4](-[c:9]2[n:10][cH:11][cH:12][n:13]2[CH3:17])[cH:5][c:6]([Cl:8])[n:7]1.